From a dataset of the Open Reaction Database (ORD), a public repository of structured organic reaction records. describe an organic reaction: reactants, conditions, products, and yield Starting materials: C[Si](C)(C)CCOCn1c(-c2ccc(OCc3ccccc3)cc2)cc2c(Oc3ccc(N)c(Cl)c3)ncnc21, CCO, [H][H], C1CCOC1, O=[Pt]. Product: C[Si](C)(C)CCOCn1c(-c2ccc(O)cc2)cc2c(Oc3ccc(N)c(Cl)c3)ncnc21. As a reaction SMILES: [CH2:1]([c:2]1[cH:3][cH:4][cH:5][cH:6][cH:7]1)[O:8][c:9]1[cH:10][cH:11][c:12](-[c:15]2[cH:16][c:17]3[c:18]([n:19][cH:20][n:21][c:22]3[O:23][c:24]3[cH:25][c:26]([Cl:31])[c:27]([NH2:30])[cH:28][cH:29]3)[n:32]2[CH2:33][O:34][CH2:35][CH2:36][Si:37]([CH3:38])([CH3:39])[CH3:40])[cH:13][cH:14]1.[CH3:43][CH2:44][OH:45].[H:41][H:42].[O:46]1[CH2:47][CH2:48][CH2:49][CH2:50]1.[Pt:51]=[O:52]>>[OH:8][c:9]1[cH:10][cH:11][c:12](-[c:15]2[cH:16][c:17]3[c:18]([n:19][cH:20][n:21][c:22]3[O:23][c:24]3[cH:25][c:26]([Cl:31])[c:27]([NH2:30])[cH:28][cH:29]3)[n:32]2[CH2:33][O:34][CH2:35][CH2:36][Si:37]([CH3:38])([CH3:39])[CH3:40])[cH:13][cH:14]1. The reactants are CCCCC(C(=O)N1CCCC1C(=O)OC(C)(C)C)C1OC(OC)(c2ccccc2)OC1=O, C[O-], CO, [Na+]. Yields the product CCCCC(C(=O)N1CCCC1C(=O)OC(C)(C)C)C(O)C(=O)OC. Reaction SMILES: [CH3:1][O:2][C:3]1([c:28]2[cH:29][cH:30][cH:31][cH:32][cH:33]2)[O:4][CH:5]([CH:9]([CH2:10][CH2:11][CH2:12][CH3:13])[C:14](=[O:15])[N:16]2[CH:17]([C:21](=[O:22])[O:23][C:24]([CH3:25])([CH3:26])[CH3:27])[CH2:18][CH2:19][CH2:20]2)[C:6](=[O:8])[O:7]1.[CH3:34][O-:35].[CH3:37][OH:38].[Na+:36]>>[CH3:3][O:7][C:6]([CH:5]([OH:4])[CH:9]([CH2:10][CH2:11][CH2:12][CH3:13])[C:14](=[O:15])[N:16]1[CH:17]([C:21](=[O:22])[O:23][C:24]([CH3:25])([CH3:26])[CH3:27])[CH2:18][CH2:19][CH2:20]1)=[O:8]. The reactants are C1CCOC1 (THF), Cl (HCl), BrC=1SC=CC1 (2-Bromothiophene), FC1=CC=C(C=N1)[Mg]Br ((6-fluoropyridin-3-yl)magnesium bromide). Reagents/catalysts: Cl[Ni]1([P](CCC[P](C2=CC=CC=C2)1C3=CC=CC=C3)(C4=CC=CC=C4)C5=CC=CC=C5)Cl (NiCl2(dppp)). The solvent is C(C)OCC (diethylether). Reaction conditions: time 2 minute. The product is FC1=NC=C(C=C1)C=1SC=CC1 (2-fluoro-5-(thiophen-2-yl)pyridine). As a reaction SMILES: C1COCC1.Br[C:7]1[S:8][CH:9]=[CH:10][CH:11]=1.[F:12][C:13]1[N:18]=[CH:17][C:16]([Mg]Br)=[CH:15][CH:14]=1.Cl>Cl[Ni]1(Cl)[P](C2C=CC=CC=2)(C2C=CC=CC=2)CCC[P]1(C1C=CC=CC=1)C1C=CC=CC=1.C(OCC)C>[F:12][C:13]1[CH:14]=[CH:15][C:16]([C:7]2[S:8][CH:9]=[CH:10][CH:11]=2)=[CH:17][N:18]=1 |^1:24,40|. Procedure details: In a separate reaction vessel, under a nitrogen atmosphere were added NiCl2(dppp) (0.02 equiv, 0.60 g) and THF (50 ml). 2-Bromothiophene (8.1 g, 4.81 ml, 50 mmol, 1 equiv.) was added and the resulting solution stirred for 2 min. To the resulting mixture was then added the mixture prepared in STEP A above, over about 30 min at 0° C., then allowed to warm to room temperature, with stirring. To the resulting mixture was then added diethylether, then cooled to 0° C. and treated with 1N HCl. The resu...